Dataset: the Open Reaction Database (ORD), a public repository of structured organic reaction records. Task: describe an organic reaction: reactants, conditions, products, and yield The reactants are NC1=C(C(=O)OC)C=C(C=C1)Br (methyl 2-amino-5-bromobenzoate), C(=O)([O-])[O-].[K+].[K+] (K2CO3), FC(OC1=CC=C(C=C1)B(O)O)(F)F (4-(trifluoromethoxy)phenyl boronic acid). The reagents and catalysts are C=1C=CC(=CC1)[P](C=2C=CC=CC2)(C=3C=CC=CC3)[Pd]([P](C=4C=CC=CC4)(C=5C=CC=CC5)C=6C=CC=CC6)([P](C=7C=CC=CC7)(C=8C=CC=CC8)C=9C=CC=CC9)[P](C=1C=CC=CC1)(C=1C=CC=CC1)C=1C=CC=CC1 (Pd(PPh3)4). Run in COCCOC.O (DME water). Conditions: temperature 90 celsius. Yields the product NC1=C(C=C(C=C1)C1=CC=C(C=C1)OC(F)(F)F)C(=O)OC (Methyl 4-amino-4′-(trifluoromethoxy)biphenyl-3-carboxylate). Reaction SMILES: [NH2:1][C:2]1[CH:11]=[CH:10][C:9](Br)=[CH:8][C:3]=1[C:4]([O:6][CH3:7])=[O:5].C([O-])([O-])=O.[K+].[K+].[F:19][C:20]([F:32])([F:31])[O:21][C:22]1[CH:27]=[CH:26][C:25](B(O)O)=[CH:24][CH:23]=1>C1C=CC([P]([Pd]([P](C2C=CC=CC=2)(C2C=CC=CC=2)C2C=CC=CC=2)([P](C2C=CC=CC=2)(C2C=CC=CC=2)C2C=CC=CC=2)[P](C2C=CC=CC=2)(C2C=CC=CC=2)C2C=CC=CC=2)(C2C=CC=CC=2)C2C=CC=CC=2)=CC=1.COCCOC.O>[NH2:1][C:2]1[CH:11]=[CH:10][C:9]([C:25]2[CH:24]=[CH:23][C:22]([O:21][C:20]([F:19])([F:31])[F:32])=[CH:27][CH:26]=2)=[CH:8][C:3]=1[C:4]([O:6][CH3:7])=[O:5] |f:1.2.3,6.7,^1:36,38,57,76|. Procedure: A DME/water solution (40 mL, 3/1) containing methyl 2-amino-5-bromobenzoate (2.5 g, 12.3 mmol), K2CO3 (4.0 g, 24.6 mmol), 4-(trifluoromethoxy)phenyl boronic acid (3.8 g, 18.5 mmol) and Pd(PPh3)4 (0.712 g, 0.62 mmol) was heated at 90° C. under an argon atmosphere. After approximately 1 hour the solution was cooled to room temperature and partitioned between water and ethyl acetate. The organic phase was washed with water, brine and dried over Na2SO4. The solution was filtered, concentrated and th... Starting materials: [Na] (Sodium), C(CC(=O)C)(=O)OC(C)(C)C (t-butyl acetoacetate), BrCCC1=CC=CC=C1 (2-(bromoethyl)benzene). Solvent: C(C)O (ethanol). Run at time 10 minute. The product is C1(=CC=CC=C1)CCC(C(=O)OC(C)(C)C)C(C)=O (t-Butyl 2-(2-phenylethyl)-3-oxobutyrate). As a reaction SMILES: [Na].[C:2]([O:8][C:9]([CH3:12])([CH3:11])[CH3:10])(=[O:7])[CH2:3][C:4]([CH3:6])=[O:5].Br[CH2:14][CH2:15][C:16]1[CH:21]=[CH:20][CH:19]=[CH:18][CH:17]=1>C(O)C>[C:16]1([CH2:15][CH2:14][CH:3]([C:4](=[O:5])[CH3:6])[C:2]([O:8][C:9]([CH3:12])([CH3:11])[CH3:10])=[O:7])[CH:21]=[CH:20][CH:19]=[CH:18][CH:17]=1 |^1:0|. Procedure: Sodium (2.3 g; 0.10 mol) was allowed to react with dry ethanol (50 ml) under nitrogen. The resulting clear solution was cooled (ice bath) and t-butyl acetoacetate (15.8 g; 0.10 mol) was added during 10 minutes with stirring. After 10 minutes, 2-(bromoethyl)benzene (18.5 g; 0.10 mol) was added during 30 minutes. The resulting solution was heated at reflux for 4 hours, then cooled and filtered. After concentration, the residue was partitioned between water and ether, and the ether layer was dried ... Starting materials: O (water), C(C1=CC=CC=C1)O[C@@H]([C@H](C)O)C ((2S,3R)-3-benzyloxy-2-butanol), C(CCC)I (butyl iodide), [H-].[Na+] (sodium hydride). Solvent: CN(C=O)C (N,N-dimethylformamide). Conditions: time 1 hour. Product: C(C1=CC=CC=C1)O[C@H](C)[C@H](C)OCCCC ((2R,3S)-2-benzyloxy-3butoxybutane). Isolated yield 82.3%. RXN SMILES: [CH2:1]([O:8][C@H:9]([CH3:13])[C@@H:10]([OH:12])[CH3:11])[C:2]1[CH:7]=[CH:6][CH:5]=[CH:4][CH:3]=1.[H-].[Na+].[CH2:16](I)[CH2:17][CH2:18][CH3:19].O>CN(C)C=O>[CH2:1]([O:8][C@@H:9]([C@@H:10]([O:12][CH2:16][CH2:17][CH2:18][CH3:19])[CH3:11])[CH3:13])[C:2]1[CH:7]=[CH:6][CH:5]=[CH:4][CH:3]=1 |f:1.2|. Procedure details: 1.90 g of (2S,3R)-3-benzyloxy-2-butanol was dissolved in 50 ml of dry N,N-dimethylformamide. Thereto was added in small portions 2.53 g of about 60% oily sodium hydride. The mixture was stirred for 1 hour at room temperature. 11.63 g of butyl iodide was dropped with ice cooling. The mixture was stirred overnight at room temperature. The reaction mixture was poured into water. The resulting mixture was extracted with ether three times. The extract was washed with water three times, dried and conc... Procedure: N-Iodosuccinimide (9.3 g, 41 mmol) was added to a mixture of 7.52 g (41 mmol) methyl 3-[1-(2-methoxyethyl)-1H-imidazol-2-yl]-3-oxopropanoate (Intermediate 56) and 7.5 g Amberlyst-15 resin in 400 ml EtOAc followed by stirring for 1 hour at room temperature. The resin was filtered off and rinsed with EtOAc. Solvent was removed from the filtrate and the residue was taken up in diethyl ether. Insoluble material was filtered off and rinsed with additional ether. Solvent was removed from the filtrate ... Run at time 1 hour. Yields the product NC=1SC(=C(N1)C=1N(C=CN1)CCOC)C(=O)OC (Methyl 2-amino-4-[1-(2-methoxyethyl)-1H-imidazol-2-yl]-1,3-thiazole-5-carboxylate). Reaction SMILES: IN1C(=O)CCC1=O.[CH3:9][O:10][CH2:11][CH2:12][N:13]1[CH:17]=[CH:16][N:15]=[C:14]1[C:18](=O)[CH2:19][C:20]([O:22][CH3:23])=[O:21].[NH2:25][C:26]([NH2:28])=[S:27]>CCOC(C)=O>[NH2:28][C:26]1[S:27][C:19]([C:20]([O:22][CH3:23])=[O:21])=[C:18]([C:14]2[N:13]([CH2:12][CH2:11][O:10][CH3:9])[CH:17]=[CH:16][N:15]=2)[N:25]=1. Yield: 39.0%. The solvent is CCOC(=O)C (EtOAc). Reactants: NC(=S)N (thiourea), IN1C(CCC1=O)=O (N-Iodosuccinimide), COCCN1C(=NC=C1)C(CC(=O)OC)=O (methyl 3-[1-(2-methoxyethyl)-1H-imidazol-2-yl]-3-oxopropanoate), COCCN1C(=NC=C1)C(CC(=O)OC)=O (methyl 3-[1-(2-methoxyethyl)-1H-imidazol-2-yl]-3-oxopropanoate). Starting materials: BrCC=1C=C(C=O)C=CC1 (3-bromomethylbenzaldehyde), BrC=1C=C(C=CC1)O (3-bromophenol), [H-].[Na+] (sodium hydride), C1(=CC=CC=C1)[O-] (phenolate). Run in CN(C=O)C (dimethylformamide), O1CCCC1 (tetrahydrofuran). Reaction conditions: time 2 hour. Product: BrC=1C=C(OCC=2C=C(C=O)C=CC2)C=CC1 (3-(3-bromophenoxymethyl)benzaldehyde). Reaction SMILES: Br[CH2:2][C:3]1[CH:4]=[C:5]([CH:8]=[CH:9][CH:10]=1)[CH:6]=[O:7].C1([O-])C=CC=CC=1.[Br:18][C:19]1[CH:20]=[C:21]([OH:25])[CH:22]=[CH:23][CH:24]=1.[H-].[Na+]>CN(C)C=O.O1CCCC1>[Br:18][C:19]1[CH:20]=[C:21]([CH:22]=[CH:23][CH:24]=1)[O:25][CH2:2][C:3]1[CH:4]=[C:5]([CH:8]=[CH:9][CH:10]=1)[CH:6]=[O:7] |f:3.4|. Procedure details: 1.4 g of 3-bromomethylbenzaldehyde was dissolved in 3 ml of dimethylformamide, and the solution was added to 5 ml of a tetrahydrofuran solution of phenolate, prepared from 1.5 g of 3-bromophenol and 0.36 g of 60% oily sodium hydride. The mixture was stirred for 2 hours at room temperature. The solvent was evaporated, and water and ethyl acetate were added to the residue to extract it. The extract was worked up in a customary manner to give crude 3-(3-bromophenoxymethyl)benzaldehyde. When the sam... Run in C(Cl)Cl (DCM), CO (MeOH). Procedure: A mixture of (3-(benzyloxy)-6-chloro-1-trityl-1H-pyrazolo[4,3-c]pyridin-4-yl)methyl acetate (2.87 g, 5.00 mmol) in DCM (10 ml) and MeOH (50 ml) was evacuated and backfilled 3× with argon, charged with Pd/C (0.532 g, 0.500 mmol), evacuated and backfilled 3× with H2, then stirred at RT under a balloon of H2 for 1 hr. Filtered through celite, eluted with EtOAc and concentrated filtrate in vacuo to obtain (6-chloro-3-oxo-1-trityl-2,3-dihydro-1H-pyrazolo[4,3-c]pyridin-4-yl)methyl acetate. MS: [M+H]+ ... Reactants: C(C)(=O)OCC1=NC(=CC2=C1C(=NN2C(C2=CC=CC=C2)(C2=CC=CC=C2)C2=CC=CC=C2)OCC2=CC=CC=C2)Cl ((3-(benzyloxy)-6-chloro-1-trityl-1H-pyrazolo[4,3-c]pyridin-4-yl)methyl acetate). Conditions: time 1 hour. Product: C(C)(=O)OCC1=NC(=CC2=C1C(NN2C(C2=CC=CC=C2)(C2=CC=CC=C2)C2=CC=CC=C2)=O)Cl ((6-chloro-3-oxo-1-trityl-2,3-dihydro-1H-pyrazolo[4,3-c]pyridin-4-yl)methyl acetate). Reagents/catalysts: [Pd] (Pd/C). Reaction SMILES: [C:1]([O:4][CH2:5][C:6]1[C:11]2[C:12]([O:34]CC3C=CC=CC=3)=[N:13][N:14]([C:15]([C:28]3[CH:33]=[CH:32][CH:31]=[CH:30][CH:29]=3)([C:22]3[CH:27]=[CH:26][CH:25]=[CH:24][CH:23]=3)[C:16]3[CH:21]=[CH:20][CH:19]=[CH:18][CH:17]=3)[C:10]=2[CH:9]=[C:8]([Cl:42])[N:7]=1)(=[O:3])[CH3:2]>C(Cl)Cl.CO.[Pd]>[C:1]([O:4][CH2:5][C:6]1[C:11]2[C:12](=[O:34])[NH:13][N:14]([C:15]([C:22]3[CH:27]=[CH:26][CH:25]=[CH:24][CH:23]=3)([C:28]3[CH:29]=[CH:30][CH:31]=[CH:32][CH:33]=3)[C:16]3[CH:21]=[CH:20][CH:19]=[CH:18][CH:17]=3)[C:10]=2[CH:9]=[C:8]([Cl:42])[N:7]=1)(=[O:3])[CH3:2]. The reactants are O=C(CCC(=O)OC)C1=C(C=C(C=C1OC)OC)OC (methyl 4-oxo-4-(2,4,6-trimethoxyphenyl)butanoate), FC(OC1=CC=C(C=C1)CN)(F)F ((4-(trifluoromethoxy)phenyl)methanamine). The product is FC(OC1=CC=C(CN2C(CCC2C2=C(C=C(C=C2OC)OC)OC)=O)C=C1)(F)F (1-(4-(trifluoromethoxy)benzyl)-5-(2,4,6-trimethoxyphenyl)pyrrolidin-2-one). As a reaction SMILES: O=[C:2]([C:9]1[C:14]([O:15][CH3:16])=[CH:13][C:12]([O:17][CH3:18])=[CH:11][C:10]=1[O:19][CH3:20])[CH2:3][CH2:4][C:5]([O:7]C)=O.[F:21][C:22]([F:33])([F:32])[O:23][C:24]1[CH:29]=[CH:28][C:27]([CH2:30][NH2:31])=[CH:26][CH:25]=1>>[F:21][C:22]([F:32])([F:33])[O:23][C:24]1[CH:29]=[CH:28][C:27]([CH2:30][N:31]2[CH:2]([C:9]3[C:14]([O:15][CH3:16])=[CH:13][C:12]([O:17][CH3:18])=[CH:11][C:10]=3[O:19][CH3:20])[CH2:3][CH2:4][C:5]2=[O:7])=[CH:26][CH:25]=1. Procedure details: Prepared according to the described general procedure 3 (GP3) by reaction of methyl 4-oxo-4-(2,4,6-trimethoxyphenyl)butanoate with commercially available (4-(trifluoromethoxy)phenyl)methanamine. Subsequent purification by preparative HPLC afforded the target compound. LC-MS (conditions D): tR=1.08 min.; [M+H]+: 425.72 g/mol.